Task: describe an organic reaction: reactants, conditions, products, and yield. Dataset: the Open Reaction Database (ORD), a public repository of structured organic reaction records The reactants are COC1=C(C=C(C(=O)O)C=C1)\C=C\C1=CC=C(C=C1)C(F)(F)F (4-methoxy-3-[(E)-2-(4-trifluoromethylphenyl)vinyl]benzoic acid), NCC(CO)O (3-amino-1,2-propanediol). Yields the product OC(CNC(C1=CC(=C(C=C1)OC)\C=C\C1=CC=C(C=C1)C(F)(F)F)=O)CO (N-(2,3-dihydroxy-propyl)-4-methoxy-3-[(E)-2-(4-trifluoromethylphenyl)vinyl]benzamide). RXN SMILES: [CH3:1][O:2][C:3]1[CH:11]=[CH:10][C:6]([C:7](O)=[O:8])=[CH:5][C:4]=1/[CH:12]=[CH:13]/[C:14]1[CH:19]=[CH:18][C:17]([C:20]([F:23])([F:22])[F:21])=[CH:16][CH:15]=1.[NH2:24][CH2:25][CH:26]([OH:29])[CH2:27][OH:28]>>[OH:29][CH:26]([CH2:27][OH:28])[CH2:25][NH:24][C:7](=[O:8])[C:6]1[CH:10]=[CH:11][C:3]([O:2][CH3:1])=[C:4](/[CH:12]=[CH:13]/[C:14]2[CH:15]=[CH:16][C:17]([C:20]([F:21])([F:22])[F:23])=[CH:18][CH:19]=2)[CH:5]=1. Procedure details: The captioned compound was synthesized from 4-methoxy-3-[(E)-2-(4-trifluoromethylphenyl)vinyl]benzoic acid obtained in step A of Example 2-2-38 and 3-amino-1,2-propanediol in accordance with the same procedure as in the methods described in step C of Example 1-2-3. The reactants are C1(=CC=C(C=C1)S(=O)(=O)N1CC2=CC=C(C=C2C1)Br)C (2-(p-toluenesulfonyl)-5-bromoisoindoline), C1(=CC=CC=C1)O (phenol), Br (hydrobromic acid). Solvent: C(CC)(=O)O (propionic acid). Yields the product BrC=1C=C2CNCC2=CC1 (5-bromoisoindoline). Isolated yield 34.7%. As a reaction SMILES: C1(C)C=CC(S([N:10]2[CH2:18][C:17]3[C:12](=[CH:13][CH:14]=[C:15]([Br:19])[CH:16]=3)[CH2:11]2)(=O)=O)=CC=1.C1(O)C=CC=CC=1.Br>C(O)(=O)CC>[Br:19][C:15]1[CH:16]=[C:17]2[C:12](=[CH:13][CH:14]=1)[CH2:11][NH:10][CH2:18]2. Reported procedure: The procedure of Reference Example 6-(3) was followed using 12.8 g of 2-(p-toluenesulfonyl)-5-bromoisoindoline, 12 g of phenol, 160 ml of 48% hydrobromic acid, and 30 ml of propionic acid. Purification of the crude product by vacuum distillation gave 2.5 g of 5-bromoisoindoline.